From a dataset of the Open Reaction Database (ORD), a public repository of structured organic reaction records. describe an organic reaction: reactants, conditions, products, and yield The reactants are CC(NC(=O)OC(C)(C)C)C(=O)O, CN1CCOCC1, COc1nc(Cl)nc(OC)n1, Cl, CCOC(=O)C1C2C1C(N)(C(=O)OCC)CC21CC1, C1CCOC1. Product: CCOC(=O)C1C2C1C(NC(=O)C(C)NC(=O)OC(C)(C)C)(C(=O)OCC)CC21CC1. As a reaction SMILES: [C:1]([CH3:2])([CH3:3])([CH3:4])[O:5][C:6](=[O:7])[NH:8][CH:9]([C:10](=[O:11])[OH:12])[CH3:13].[CH3:14][N:15]1[CH2:16][CH2:17][O:18][CH2:19][CH2:20]1.[Cl:21][c:22]1[n:23][c:24]([O:25][CH3:26])[n:27][c:28]([O:29][CH3:30])[n:31]1.[ClH:32].[NH2:33][C:34]1([C:47](=[O:48])[O:49][CH2:50][CH3:51])[CH:35]2[CH:36]([C:42](=[O:43])[O:44][CH2:45][CH3:46])[CH:37]2[C:38]2([CH2:39]1)[CH2:40][CH2:41]2.[O:52]1[CH2:53][CH2:54][CH2:55][CH2:56]1>>[C:1]([CH3:2])([CH3:3])([CH3:4])[O:5][C:6](=[O:7])[NH:8][CH:9]([C:10](=[O:12])[NH:33][C:34]1([C:47](=[O:48])[O:49][CH2:50][CH3:51])[CH:35]2[CH:36]([C:42](=[O:43])[O:44][CH2:45][CH3:46])[CH:37]2[C:38]2([CH2:39]1)[CH2:40][CH2:41]2)[CH3:13]. The reactants are ClCl (chlorine), Cl (hydrogen chloride), N1(C=NC=C1)C(=O)NCCOC(C(=C)C)=O (2-Methyl-acrylic acid 2-[(imidazole-1-carbonyl)-amino]-ethyl ester). Solvent: C1(=CC=CC=C1)C (toluene), C(Cl)(Cl)Cl (chloroform), C1(=CC=CC=C1)C (toluene). Conditions: time 1 hour. Yields the product N(=C=O)CCOC(C(=C)C)=O (2-Methyl-acrylic acid 2-isocyanato-ethyl ester). Isolated yield 52.0%. RXN SMILES: N1([C:6]([NH:8][CH2:9][CH2:10][O:11][C:12](=[O:16])[C:13]([CH3:15])=[CH2:14])=[O:7])C=CN=C1.Cl.ClCl>C(Cl)(Cl)Cl.C1(C)C=CC=CC=1>[N:8]([CH2:9][CH2:10][O:11][C:12](=[O:16])[C:13]([CH3:15])=[CH2:14])=[C:6]=[O:7]. Reported procedure: In a round bottom flask 35.7 g (156 mmole, 97.8%) 2-Methyl-acrylic acid 2-[(imidazole-1-carbonyl)-amino]-ethyl ester (Example 1) were dissolved in about 100 ml chloroform at room temperature (30 min). The clear yellow solution was diluted with about 100 ml toluene. To the resulting turbid dispersion 11.5 g (313 mmole=200% of theory) dry hydrogen chloride were added at about 23° C. within about 30 min, while cooling. A second liquid phase was formed. The reaction mixture was stirred for another h... Reactants: COC=C(CC)C1=CC=C(C=C1)C1=CC=C(C=C1)C(F)(F)F (4-(1-methoxymethylenepropyl)-4′-trifluoromethylbiphenyl), Cl (hydrochloric acid). The solvent is C1CCOC1 (THF). The product is FC(C1=CC=C(C=C1)C1=CC=C(C=C1)C(C=O)CC)(F)F (2-(4′-trifluoromethylbiphenyl-4-yl)butyraldehyde), crude residue. RXN SMILES: C[O:2][CH:3]=[C:4]([C:7]1[CH:12]=[CH:11][C:10]([C:13]2[CH:18]=[CH:17][C:16]([C:19]([F:22])([F:21])[F:20])=[CH:15][CH:14]=2)=[CH:9][CH:8]=1)[CH2:5][CH3:6].Cl>C1COCC1>[F:20][C:19]([F:21])([F:22])[C:16]1[CH:15]=[CH:14][C:13]([C:10]2[CH:11]=[CH:12][C:7]([CH:4]([CH2:5][CH3:6])[CH:3]=[O:2])=[CH:8][CH:9]=2)=[CH:18][CH:17]=1. Reported procedure: A solution of 4-(1-methoxymethylenepropyl)-4′-trifluoromethylbiphenyl (278 mg, 0.908 mmol) in THF (9.1 mL) is treated with concentrated hydrochloric acid (0.456 mL), and the reaction is heated at reflux overnight. The reaction mixture is cooled to RT, and extracted with EtOAc (3×). The combined organic layers are dried and concentrated, giving 2-(4′-trifluoromethylbiphenyl-4-yl)butyraldehyde as a crude residue to be used as is (weight in excess of theoretical yield). Reactants: C(=O)(OC(C)(C)C)N(C)[C@@H]([C@@H](C)O[Si](C)(C)C(C)(C)C)C#C ((2R,3R)-3-(N-Boc-N-methylamino)-2-(-tert-butyldimethylsilyloxy)-pent-4-yne), FC=1C(=C2/C(/C(NC2=CC1)=O)=C/C=1NC=CC1OC)I ((Z)-1,3-dihydro-5-fluoro-4-iodo-3-[(3-methoxy-1H-pyrrol-2-yl)methylene]-2H-indol-2-one), FC=1C(=C2/C(/C(NC2=CC1)=O)=C/C=1NC=CC1OC)I ((Z)-1,3-dihydro-5-fluoro-4-iodo-3-[(3-methoxy-1H-pyrrol-2-yl)methylene]-2H-indol-2-one). Reagents/catalysts: C=1C=CC(=CC1)[P](C=2C=CC=CC2)(C=3C=CC=CC3)[Pd]([P](C=4C=CC=CC4)(C=5C=CC=CC5)C=6C=CC=CC6)([P](C=7C=CC=CC7)(C=8C=CC=CC8)C=9C=CC=CC9)[P](C=1C=CC=CC1)(C=1C=CC=CC1)C=1C=CC=CC1 ((Ph3P)4Pd). Run in CN(C)C=O (DMF), CCN(CC)CC (Et3N), CCOC(=O)C (EtOAc). Conditions: time 2 hour. The product is FC=1C(=C2/C(/C(NC2=CC1)=O)=C/C=1NC=CC1OC)C#C[C@H]([C@@H](C)O)NC ((Z)-1,3-Dihydro-5-fluoro-4-[(3R,4R)-4-hydroxy-3-methylamino-1-pentynyl]-3-[(3-methoxy-1H-pyrrol-2-yl)methylene]-2H-indol-2-one). Reaction SMILES: C([N:8]([C@H:10]([C:21]#[CH:22])[C@H:11]([O:13][Si](C(C)(C)C)(C)C)[CH3:12])[CH3:9])(OC(C)(C)C)=O.[F:23][C:24]1[C:25](I)=[C:26]2[C:30](=[CH:31][CH:32]=1)[NH:29][C:28](=[O:33])/[C:27]/2=[CH:34]\[C:35]1[NH:36][CH:37]=[CH:38][C:39]=1[O:40][CH3:41]>CN(C=O)C.CCN(CC)CC.CCOC(C)=O.C1C=CC([P]([Pd]([P](C2C=CC=CC=2)(C2C=CC=CC=2)C2C=CC=CC=2)([P](C2C=CC=CC=2)(C2C=CC=CC=2)C2C=CC=CC=2)[P](C2C=CC=CC=2)(C2C=CC=CC=2)C2C=CC=CC=2)(C2C=CC=CC=2)C2C=CC=CC=2)=CC=1>[F:23][C:24]1[C:25]([C:22]#[C:21][C@@H:10]([NH:8][CH3:9])[C@H:11]([OH:13])[CH3:12])=[C:26]2[C:30](=[CH:31][CH:32]=1)[NH:29][C:28](=[O:33])/[C:27]/2=[CH:34]\[C:35]1[NH:36][CH:37]=[CH:38][C:39]=1[O:40][CH3:41] |^1:64,66,85,104|. Procedure details: Using Method C above, (2R,3R)-3-(N-Boc-N-methylamino)-2-(tert-butyldimethylsilyloxy)-pent-4-yne (370 mg, 1.13 mmol) (Example 117C above) was coupled with (Z)-1,3-dihydro-5-fluoro-4-iodo-3-[(3-methoxy-1H-pyrrol-2-yl)methylene]-2H-indol-2-one (150 mg, 0.39 mmol) (Starting Material 6) using (Ph3P)4Pd (45 mg, 0.04 mmol) and a catalytic amount of Cul in a mixture of DMF (5 mL) and Et3N (5 mL) as solvent at 80° C. for 5 hrs. Upon completion, the reaction mixture was diluted with EtOAc and extracted wi... Starting materials: CN=C=O, CCOCC, CC(C)(C)c1cc(N)cc2c1OCC2(C)C. Yields the product CNC(=O)Nc1cc(C(C)(C)C)c2c(c1)C(C)(C)CO2. As a reaction SMILES: [CH3:1][N:2]=[C:3]=[O:4].[CH3:21][CH2:22][O:23][CH2:24][CH3:25].[NH2:5][c:6]1[cH:7][c:8]([C:17]([CH3:18])([CH3:19])[CH3:20])[c:9]2[c:10]([cH:16]1)[C:11]([CH3:14])([CH3:15])[CH2:12][O:13]2>>[CH3:1][NH:2][C:3](=[O:4])[NH:5][c:6]1[cH:7][c:8]([C:17]([CH3:18])([CH3:19])[CH3:20])[c:9]2[c:10]([cH:16]1)[C:11]([CH3:14])([CH3:15])[CH2:12][O:13]2.